Dataset: the Open Reaction Database (ORD), a public repository of structured organic reaction records. Task: describe an organic reaction: reactants, conditions, products, and yield Run in ClCCl.CN(C=O)C (dichloromethane N,N-dimethylformamide). Reported procedure: 8-(4-Amino-benzyl)-3-butyl-1-(2-fluorobenzyl)-3,7-dihydro-purine-2,6-dione (25 mg, 0.06 mmol) was dissolved in 95:5 dichloromethane/N,N-dimethylformamide (2 mL), and treated with trimethylsilyl isocyanate (Aldrich) (47 μl, 0.3 mmol). The reaction was stirred at room temperature for 18 h. The reaction was then concentrated under reduced pressure and the residue was purified by reverse phase HPLC to afford the desired product. LCMS, m/z(M+H)=464.98. Reaction conditions: time 18 hour. Reaction SMILES: [NH2:1][C:2]1[CH:31]=[CH:30][C:5]([CH2:6][C:7]2[NH:15][C:14]3[C:13](=[O:16])[N:12]([CH2:17][C:18]4[CH:23]=[CH:22][CH:21]=[CH:20][C:19]=4[F:24])[C:11](=[O:25])[N:10]([CH2:26][CH2:27][CH2:28][CH3:29])[C:9]=3[N:8]=2)=[CH:4][CH:3]=1.C[Si]([N:36]=[C:37]=[O:38])(C)C>ClCCl.CN(C)C=O>[CH2:26]([N:10]1[C:9]2[N:8]=[C:7]([CH2:6][C:5]3[CH:4]=[CH:3][C:2]([NH:1][C:37]([NH2:36])=[O:38])=[CH:31][CH:30]=3)[NH:15][C:14]=2[C:13](=[O:16])[N:12]([CH2:17][C:18]2[CH:23]=[CH:22][CH:21]=[CH:20][C:19]=2[F:24])[C:11]1=[O:25])[CH2:27][CH2:28][CH3:29] |f:2.3|. Starting materials: NC1=CC=C(CC2=NC=3N(C(N(C(C3N2)=O)CC2=C(C=CC=C2)F)=O)CCCC)C=C1 (8-(4-Amino-benzyl)-3-butyl-1-(2-fluorobenzyl)-3,7-dihydro-purine-2,6-dione), C[Si](C)(C)N=C=O (trimethylsilyl isocyanate). Yields the product C(CCC)N1C(N(C(C=2NC(=NC12)CC1=CC=C(C=C1)NC(=O)N)=O)CC1=C(C=CC=C1)F)=O ({4-[3-Butyl-1-(2-fluorobenzyl)-2,6-dioxo-2,3,6,7-tetrahydro-1H-purin-8-ylmethyl]-phenyl}-urea). Reactants: C(C)(C)(C)OC(=O)N1CCC(CC1)C(C1=CC=C(C=C1)S(NC)(=O)=O)O (4-[hydroxy-(4-methylsulfamoyl-phenyl)-methyl]-piperidine-1-carboxylic acid tert-butyl ester), C=1C=C[NH+]=CC1.[O-][Cr](=O)(=O)Cl (PCC), resultant mixture, SiO2. Run in C(Cl)Cl (CH2Cl2). Product: C(C)(C)(C)OC(=O)N1CCC(CC1)C(C1=CC=C(C=C1)S(NC)(=O)=O)=O (4-(4-methylsulfamoyl-benzoyl)-piperidine-1-carboxylic acid tert-butyl ester). The yield is 79.6%. RXN SMILES: [C:1]([O:5][C:6]([N:8]1[CH2:13][CH2:12][CH:11]([CH:14]([OH:26])[C:15]2[CH:20]=[CH:19][C:18]([S:21](=[O:25])(=[O:24])[NH:22][CH3:23])=[CH:17][CH:16]=2)[CH2:10][CH2:9]1)=[O:7])([CH3:4])([CH3:3])[CH3:2].C1C=C[NH+]=CC=1.[O-][Cr](Cl)(=O)=O>C(Cl)Cl>[C:1]([O:5][C:6]([N:8]1[CH2:13][CH2:12][CH:11]([C:14](=[O:26])[C:15]2[CH:16]=[CH:17][C:18]([S:21](=[O:25])(=[O:24])[NH:22][CH3:23])=[CH:19][CH:20]=2)[CH2:10][CH2:9]1)=[O:7])([CH3:4])([CH3:2])[CH3:3] |f:1.2|. Procedure details: To a solution of 4-[hydroxy-(4-methylsulfamoyl-phenyl)-methyl]-piperidine-1-carboxylic acid tert-butyl ester (see EXAMPLE 33) (530 mg, 1.38 mmol) in CH2Cl2 (10 ml) were added PCC (900 mg, 4.1 mmol) followed by SiO2 (1.5 g). The resultant mixture was stirred at room temperature overnight to give 4-(4-methylsulfamoyl-benzoyl)-piperidine-1-carboxylic acid tert-butyl ester (420 mg, 80%) as a colourless oil after purification. Reactants: CC(C)(CC)O (2-methyl-2-butanol), CS(=O)(=O)O (methanesulfonic acid), C(CC)(=O)OC(CC)=O (propionic anhydride), [NH4+].[OH-] (NH4OH), [O+]1=CC=CC=C1 (pyrylium). Yields the product C(C)C1=NC(=CC(=C1C)C)CC (2,6-diethyl-3,4-dimethylpyridine), C(C)C1=NC(=CC(=C1)CC)CC (2,4,6-triethylpyridine). RXN SMILES: [CH3:1][C:2](O)([CH2:4][CH3:5])[CH3:3].CS(O)(=O)=O.[C:12](O[C:17](=O)[CH2:18][CH3:19])(=O)[CH2:13][CH3:14].[NH4+:21].[OH-].[O+]1[CH:28]=[CH:27][CH:26]=[CH:25][CH:24]=1>>[CH2:25]([C:26]1[C:4]([CH3:5])=[C:2]([CH3:3])[CH:1]=[C:17]([CH2:18][CH3:19])[N:21]=1)[CH3:24].[CH2:13]([C:12]1[CH:3]=[C:2]([CH2:4][CH3:5])[CH:1]=[C:28]([CH2:27][CH3:26])[N:21]=1)[CH3:14] |f:3.4|. Procedure details: The procedure of Example 1-a was repeated for this synthesis. From 0.05 mole (5.4 ml) of 2-methyl-2-butanol, 0.1 mole (6.5 ml) of methanesulfonic acid and 0.4 mole of propionic anhydride, after treating with NH4OH the aqueous solution of pyrylium salts, 4.1 g (50%) were obtained of a mixture of 2,6-diethyl-3,4-dimethylpyridine and of 2,4,6-triethylpyridine in the respective proportions of 96% and 4%. Starting materials: O (water), [N+](=O)([O-])C=1C=C2C=CNC2=CC1 (5-nitroindole), pyridinium bromide perbromide. The solvent is N1=CC=CC=C1 (pyridine), N1=CC=CC=C1 (pyridine). Product: BrC1=CNC2=CC=C(C=C12)[N+](=O)[O-] (3-bromo-5-nitroindole), [N+](=O)([O-])C=1C=C2C=CNC2=CC1 (5-nitroindole). Isolated yield 272.3%. RXN SMILES: [N+:1]([C:4]1[CH:5]=[C:6]2[C:10](=[CH:11][CH:12]=1)[NH:9][CH:8]=[CH:7]2)([O-:3])=[O:2].C1C=C[NH+]=CC=1.[Br:19][Br-]Br.O>N1C=CC=CC=1>[Br:19][C:7]1[C:6]2[C:10](=[CH:11][CH:12]=[C:4]([N+:1]([O-:3])=[O:2])[CH:5]=2)[NH:9][CH:8]=1.[N+:1]([C:4]1[CH:5]=[C:6]2[C:10](=[CH:11][CH:12]=1)[NH:9][CH:8]=[CH:7]2)([O-:3])=[O:2] |f:1.2|. Procedure details: To a solution of 5-nitroindole (5.00 g, 30.8 mmol) in pyridine (200 mL) at −4° C. is added a solution of pyridinium bromide perbromide (10.99 g, 34.3 mmol) in pyridine (200 mL) dropwise under nitrogen with stirring. After complete addition, the reaction mixture is stirred for 5 min at 0° C. The reaction mixture is diluted in 0° C. water (200 mL) and extracted with 200 mL of Et2O. The organic layer is washed with 6 M HCl (300 mL), 5% NaHCO3 (300 mL), and brine (300 mL). The organic phase is dried... The reactants are NC=1NC(C=2N=CN(C2N1)[C@@H]1C[C@@H]([C@H](C1)O)CO)=S ((+)-(1S, 2R, 4R)-4-(2-Amino-1,6-dihydro-6-thioxo-9H-purin-9-yl)-2-(hydroxymethyl)-1-cyclopentanol), [OH-].[Na+] (sodium hydroxide), C(C=C)Cl (allyl chloride), Cl (hydrochloric acid). The product is C(C=C)SC1=C2N=CN(C2=NC(=N1)N)[C@@H]1C[C@@H]([C@H](C1)O)CO ((-)-(1S, 2R, 4R)-4-[6-(allylthio)-2-amino-9H-purin-9-yl]-2-(hydroxymethyl)-1-cyclopentanol). As a reaction SMILES: [NH2:1][C:2]1[NH:3][C:4](=[S:19])[C:5]2[N:6]=[CH:7][N:8]([C@H:11]3[CH2:15][C@H:14]([OH:16])[C@@H:13]([CH2:17][OH:18])[CH2:12]3)[C:9]=2[N:10]=1.[OH-].[Na+].[CH2:22](Cl)[CH:23]=[CH2:24].Cl>>[CH2:24]([S:19][C:4]1[N:3]=[C:2]([NH2:1])[N:10]=[C:9]2[C:5]=1[N:6]=[CH:7][N:8]2[C@H:11]1[CH2:15][C@H:14]([OH:16])[C@@H:13]([CH2:17][OH:18])[CH2:12]1)[CH:23]=[CH2:22] |f:1.2|. Procedure details: (+)-(1S, 2R, 4R)-4-(2-Amino-1,6-dihydro-6-thioxo-9H-purin-9-yl)-2-(hydroxymethyl)-1-cyclopentanol (351 mg, 1.25 mmol) and 1N sodium hydroxide (1.25 mL) were stirred with allyl chloride (0.15 mL) for 5 hours. The solution was neutralized with hydrochloric acid and volatiles evaporated. The residue was chromatographed on silica gel. Title compound was eluted with 12% methanol-chloroform as a white solid foam which solidified to white powder from acetonitrile (240 mg, 60%); m.p. 133-134°; mass spec... Starting materials: COC(=O)Cc1ccc(OC)c(-c2ccc(C(F)(F)F)cc2CNC(C)C(O)c2ccccc2)c1, CC(=O)Cl. Yields the product COC(=O)Cc1ccc(OC)c(-c2ccc(C(F)(F)F)cc2CN(C(C)=O)C(C)C(O)c2ccccc2)c1. RXN SMILES: [CH3:1][O:2][C:3]([CH2:4][c:5]1[cH:6][c:7](-[c:13]2[c:14]([CH2:23][NH:24][CH:25]([CH:26]([c:27]3[cH:28][cH:29][cH:30][cH:31][cH:32]3)[OH:33])[CH3:34])[cH:15][c:16]([C:19]([F:20])([F:21])[F:22])[cH:17][cH:18]2)[c:8]([O:11][CH3:12])[cH:9][cH:10]1)=[O:35].[CH3:36][C:37]([Cl:38])=[O:39]>>[CH3:1][O:2][C:3]([CH2:4][c:5]1[cH:6][c:7](-[c:13]2[c:14]([CH2:23][N:24]([CH:25]([CH:26]([c:27]3[cH:28][cH:29][cH:30][cH:31][cH:32]3)[OH:33])[CH3:34])[C:37]([CH3:36])=[O:39])[cH:15][c:16]([C:19]([F:20])([F:21])[F:22])[cH:17][cH:18]2)[c:8]([O:11][CH3:12])[cH:9][cH:10]1)=[O:35]. Starting materials: O=C([O-])O, CCC(Oc1ccc(C(C)(C)CC)cc1C(C)(C)CC)C(=O)Cl, Cc1ccccc1, CCCCCCC, CC(C)O, [Cl-], CCc1c(Cl)cc(N)c(O)c1Cl, [K+], O. Product: CCc1c(Cl)cc(NC(=O)C(CC)Oc2ccc(C(C)(C)CC)cc2C(C)(C)CC)c(O)c1Cl. RXN SMILES: [C:1](=[O:2])([OH:3])[O-:4].[CH3:18][C:19]([CH2:20][CH3:21])([CH3:22])[c:23]1[c:24]([O:25][CH:26]([C:27](=[O:28])[Cl:29])[CH2:30][CH3:31])[cH:32][cH:33][c:34]([C:36]([CH2:37][CH3:38])([CH3:39])[CH3:40])[cH:35]1.[CH3:47][c:48]1[cH:49][cH:50][cH:51][cH:52][cH:53]1.[CH3:54][CH2:55][CH2:56][CH2:57][CH2:58][CH2:59][CH3:60].[CH:42]([OH:43])([CH3:44])[CH3:45].[Cl-:41].[Cl:6][c:7]1[c:8]([OH:17])[c:9]([NH2:10])[cH:11][c:12]([Cl:16])[c:13]1[CH2:14][CH3:15].[K+:5].[OH2:46]>>[Cl:6][c:7]1[c:8]([OH:17])[c:9]([NH:10][C:27]([CH:26]([O:25][c:24]2[c:23]([C:19]([CH3:18])([CH2:20][CH3:21])[CH3:22])[cH:35][c:34]([C:36]([CH2:37][CH3:38])([CH3:39])[CH3:40])[cH:33][cH:32]2)[CH2:30][CH3:31])=[O:28])[cH:11][c:12]([Cl:16])[c:13]1[CH2:14][CH3:15]. The reactants are O, O=C(O)c1ccccc1-c1nc(O)cc2ccccc12, O=S(=O)(O)O. The product is O=C1c2ccccc2-c2nc(O)cc3cccc1c23. Reaction SMILES: [OH2:26].[OH:1][c:2]1[n:3][c:4](-[c:12]2[c:13]([C:14](=[O:15])[OH:16])[cH:17][cH:18][cH:19][cH:20]2)[c:5]2[cH:6][cH:7][cH:8][cH:9][c:10]2[cH:11]1.[S:21](=[O:22])(=[O:23])([OH:24])[OH:25]>>[OH:1][c:2]1[n:3][c:4]2[c:5]3[c:6]([cH:7][cH:8][cH:9][c:10]3[cH:11]1)[C:14](=[O:15])[c:13]1[c:12]-2[cH:20][cH:19][cH:18][cH:17]1. Reactants: C1CCOC1, [Li]CCCC, O=C=O, O=C(O)c1ccoc1. Yields the product O=C(O)c1ccoc1C(=O)O. Reaction SMILES: [CH2:17]1[O:18][CH2:19][CH2:20][CH2:21]1.[CH2:1]([Li:2])[CH2:3][CH2:4][CH3:5].[O:14]=[C:15]=[O:16].[OH:6][C:7](=[O:8])[c:9]1[cH:10][cH:11][o:12][cH:13]1>>[OH:6][C:7](=[O:8])[c:9]1[cH:10][cH:11][o:12][c:13]1[C:15](=[O:14])[OH:16]. Starting materials: C(C)OC(=O)C=1N(C(=C(C1C1=CC=C(C=C1)OS(=O)(=O)C(F)(F)F)C#N)CC)C (4-cyano-5-ethyl-1-methyl-3-(4-trifluoromethanesulfonyloxyphenyl)-1H-pyrrole-2-carboxylic acid ethyl ester), N1CCCC1 (pyrrolidine), C([O-])([O-])=O.[Cs+].[Cs+] (cesium carbonate). The reagents and catalysts are CC(=O)[O-].CC(=O)[O-].[Pd+2] (Pd(OAc)2), C=1C=CC(=CC1)P(C=2C=CC=CC2)C3=CC=C4C=CC=CC4=C3C5=C6C=CC=CC6=CC=C5P(C=7C=CC=CC7)C=8C=CC=CC8 (BINAP). Run in C1(=CC=CC=C1)C (toluene). Reaction conditions: temperature 100 celsius, time 4 hour. The product is C(C)OC(=O)C=1N(C(=C(C1C1=CC=C(C=C1)N1CCCC1)C#N)CC)C (4-cyano-5-ethyl-1-methyl-3-(4-pyrrolidin-1-yl-phenyl)-1H-pyrrole-2-carboxylic acid ethyl ester). The yield is 71.8%. RXN SMILES: [CH2:1]([O:3][C:4]([C:6]1[N:7]([CH3:29])[C:8]([CH2:27][CH3:28])=[C:9]([C:25]#[N:26])[C:10]=1[C:11]1[CH:16]=[CH:15][C:14](OS(C(F)(F)F)(=O)=O)=[CH:13][CH:12]=1)=[O:5])[CH3:2].[NH:30]1[CH2:34][CH2:33][CH2:32][CH2:31]1.C(=O)([O-])[O-].[Cs+].[Cs+]>C1(C)C=CC=CC=1.CC([O-])=O.CC([O-])=O.[Pd+2].C1C=CC(P(C2C(C3C(P(C4C=CC=CC=4)C4C=CC=CC=4)=CC=C4C=3C=CC=C4)=C3C(C=CC=C3)=CC=2)C2C=CC=CC=2)=CC=1>[CH2:1]([O:3][C:4]([C:6]1[N:7]([CH3:29])[C:8]([CH2:27][CH3:28])=[C:9]([C:25]#[N:26])[C:10]=1[C:11]1[CH:16]=[CH:15][C:14]([N:30]2[CH2:34][CH2:33][CH2:32][CH2:31]2)=[CH:13][CH:12]=1)=[O:5])[CH3:2] |f:2.3.4,6.7.8|. Procedure details: Add 4-cyano-5-ethyl-1-methyl-3-(4-trifluoromethanesulfonyloxy-phenyl)-1H-pyrrole-2-carboxylic acid ethyl ester (0.3 g, 0.697 mmol, 1.0 eq, prepared in example E-97b or 97b), pyrrolidine (0.069 ml, 0.836 mmol, 1.2 eq), Pd(OAc)2 (4.69 mg, 0.0209 mmol, 0.03 eq), BINAP (19.53 mg, 0.0314 mmol, 0.045 eq) and cesium carbonate (0.318 g, 0.976 mmol, 1.4 eq) in toluene and heat at 100° C. with stirring. After 4 hours, stop reaction and let it cool down to room temperature. Partition the mixture between wa...